This data is from the Open Reaction Database (ORD), a public repository of structured organic reaction records. The task is: describe an organic reaction: reactants, conditions, products, and yield Starting materials: CN1CCC(O)c2occc2C1, Fc1ccc2ccccc2c1. Yields the product CN1CCC(Oc2ccc3ccccc3c2)c2occc2C1. As a reaction SMILES: [CH3:1][N:2]1[CH2:3][c:4]2[c:5]([o:10][cH:11][cH:12]2)[CH:6]([OH:9])[CH2:7][CH2:8]1.[F:13][c:14]1[cH:15][c:16]2[cH:17][cH:18][cH:19][cH:20][c:21]2[cH:22][cH:23]1>>[CH3:1][N:2]1[CH2:3][c:4]2[c:5]([o:10][cH:11][cH:12]2)[CH:6]([O:9][c:14]2[cH:15][c:16]3[cH:17][cH:18][cH:19][cH:20][c:21]3[cH:22][cH:23]2)[CH2:7][CH2:8]1. The reactants are [N+](=O)([O-])C=1C=C(C=CC1)C(=O)NS(=O)(=O)C1=CC=CC=C1 (3-Nitro-(phenylsulphonylaminocarbonyl)benzene). The reagents and catalysts are [Pd] (palladium on carbon). The solvent is C(C)O (ethanol). Product: C1(=CC=CC=C1)S(=O)(=O)NC(=O)C=1C=C(N)C=CC1 (3-(phenylsulphonylaminocarbonyl)aniline). Isolated yield 79.7%. As a reaction SMILES: [N+:1]([C:4]1[CH:5]=[C:6]([C:10]([NH:12][S:13]([C:16]2[CH:21]=[CH:20][CH:19]=[CH:18][CH:17]=2)(=[O:15])=[O:14])=[O:11])[CH:7]=[CH:8][CH:9]=1)([O-])=O>C(O)C.[Pd]>[C:16]1([S:13]([NH:12][C:10]([C:6]2[CH:5]=[C:4]([CH:9]=[CH:8][CH:7]=2)[NH2:1])=[O:11])(=[O:15])=[O:14])[CH:21]=[CH:20][CH:19]=[CH:18][CH:17]=1. Procedure: A suspension of the foregoing nitro compound (14.8 g, 48 mmol) in ethanol (240 ml) was hydrogenated over 10% palladium on carbon (1.4 g) at 45 psi for 1.5 hours. The reaction mixture was filtered then evaporated and the crude product recrystallised from hot ethanol to afford 3-(phenylsulphonylaminocarbonyl)aniline (10.57 g, 80%) as a colourless crystalline solid, mp 138° C. Rf=0.42 in dichloromethane/methanol (9:1) on silica plates. The reactants are C(C)(C)(C)OC(NCC1=CC=C(C=C1)NC=1C2=C(N=CN1)NC=C2C(C2=CC=CC=C2)=O)=O (tert-butyl(4-((5-benzoyl-7H-pyrrolo[2,3-d]pyrimidine-4-yl)amino)benzyl)carbamate), C(=O)(C(F)(F)F)O (TFA). Solvent: C(Cl)Cl (DCM). Reaction conditions: temperature 50 celsius. Yields the product NCC1=CC=C(C=C1)NC=1C2=C(N=CN1)NC=C2C(=O)C2=CC=CC=C2 ((4-(4-(aminomethyl)phenylamino)-7H-pyrrolo[2,3-d]pyrimidin-5-yl)(phenyl)methanone). Reaction SMILES: C(OC(=O)[NH:7][CH2:8][C:9]1[CH:14]=[CH:13][C:12]([NH:15][C:16]2[C:17]3[C:24]([C:25](=[O:32])[C:26]4[CH:31]=[CH:30][CH:29]=[CH:28][CH:27]=4)=[CH:23][NH:22][C:18]=3[N:19]=[CH:20][N:21]=2)=[CH:11][CH:10]=1)(C)(C)C.C(O)(C(F)(F)F)=O>C(Cl)Cl>[NH2:7][CH2:8][C:9]1[CH:10]=[CH:11][C:12]([NH:15][C:16]2[C:17]3[C:24]([C:25]([C:26]4[CH:27]=[CH:28][CH:29]=[CH:30][CH:31]=4)=[O:32])=[CH:23][NH:22][C:18]=3[N:19]=[CH:20][N:21]=2)=[CH:13][CH:14]=1. Procedure: To a mixture of tert-butyl(4-((5-benzoyl-7H-pyrrolo[2,3-d]pyrimidine-4-yl)amino)benzyl)carbamate (0.18 g, 0.41 mmol) in DCM (1.5 mL) was added 0.5 mL of TFA. The mixture was heated at 50° C. for 1 hour. The solvent was removed under reduced pressure. The residue was washed with DCM and dried on high vacuum give a yellow solid. M.p.=255-257° C.; 400 MHz 1HNMR (DMSO-d6) δ 13.05 (s, 1H), 11.43 (s, 1H), 8.48 (s, 1H), 7.98-7.96 (m, 3H), 7.85 (d, J=8.4 Hz, 2H), 7.70 (t, J=7.6 Hz, 1H), 7.60 (t, J=7.6 H... Reported procedure: This compound was prepared according to the procedure of example 66, substituting 3-(3-benzyl-8-trifluoromethyl-quinolin-4-yl)-phenylamine and 2,4-diethoxybenzaldehyde. MS (ESI) m/z 557. Reactants: C(C1=CC=CC=C1)C=1C=NC2=C(C=CC=C2C1C=1C=C(C=CC1)N)C(F)(F)F (3-(3-benzyl-8-trifluoromethyl-quinolin-4-yl)-phenylamine), C(C)OC1=C(C=O)C=CC(=C1)OCC (2,4-diethoxybenzaldehyde). The product is C(C1=CC=CC=C1)C=1C=NC2=C(C=CC=C2C1C=1C=C(C=CC1)NCC1=C(C=C(C=C1)OCC)OCC)C(F)(F)F ({3-[3-BENZYL-8-(TRIFLUOROMETHYL)QUINOLIN-4-YL]PHENYL}(2,4-DIETHOXYBENZYL)AMINE). Reaction SMILES: [CH2:1]([C:8]1[CH:9]=[N:10][C:11]2[C:16]([C:17]=1[C:18]1[CH:19]=[C:20]([NH2:24])[CH:21]=[CH:22][CH:23]=1)=[CH:15][CH:14]=[CH:13][C:12]=2[C:25]([F:28])([F:27])[F:26])[C:2]1[CH:7]=[CH:6][CH:5]=[CH:4][CH:3]=1.[CH2:29]([O:31][C:32]1[CH:39]=[C:38]([O:40][CH2:41][CH3:42])[CH:37]=[CH:36][C:33]=1[CH:34]=O)[CH3:30]>>[CH2:1]([C:8]1[CH:9]=[N:10][C:11]2[C:16]([C:17]=1[C:18]1[CH:19]=[C:20]([NH:24][CH2:34][C:33]3[CH:36]=[CH:37][C:38]([O:40][CH2:41][CH3:42])=[CH:39][C:32]=3[O:31][CH2:29][CH3:30])[CH:21]=[CH:22][CH:23]=1)=[CH:15][CH:14]=[CH:13][C:12]=2[C:25]([F:28])([F:26])[F:27])[C:2]1[CH:3]=[CH:4][CH:5]=[CH:6][CH:7]=1. The reactants are CC(C)(C)OC(=O)NC1Cc2ccccc2CC1O, ClCCl. Product: CC(C)(C)OC(=O)NC1Cc2ccccc2CC1=O. Reaction SMILES: [C:1]([CH3:2])([CH3:3])([CH3:4])[O:5][C:6](=[O:7])[NH:8][CH:9]1[CH:10]([OH:19])[CH2:11][c:12]2[cH:13][cH:14][cH:15][cH:16][c:17]2[CH2:18]1.[CH2:20]([Cl:21])[Cl:22]>>[C:1]([CH3:2])([CH3:3])([CH3:4])[O:5][C:6](=[O:7])[NH:8][CH:9]1[C:10](=[O:19])[CH2:11][c:12]2[cH:13][cH:14][cH:15][cH:16][c:17]2[CH2:18]1. The reactants are CN(c1ncccc1[N+](=O)[O-])C1CCN(C(=O)OC(C)(C)C)CC1, CO, [Pd]. The product is CN(c1ncccc1N)C1CCN(C(=O)OC(C)(C)C)CC1. As a reaction SMILES: [CH3:1][C:2]([CH3:3])([O:4][C:5](=[O:6])[N:7]1[CH2:8][CH2:9][CH:10]([N:13]([c:14]2[n:15][cH:16][cH:17][cH:18][c:19]2[N+:20]([O-:21])=[O:22])[CH3:23])[CH2:11][CH2:12]1)[CH3:24].[CH3:25][OH:26].[Pd:27]>>[CH3:1][C:2]([CH3:3])([O:4][C:5](=[O:6])[N:7]1[CH2:8][CH2:9][CH:10]([N:13]([c:14]2[n:15][cH:16][cH:17][cH:18][c:19]2[NH2:20])[CH3:23])[CH2:11][CH2:12]1)[CH3:24]. Starting materials: ClCCl.CO (dichloromethane methanol), COC=1C=C(C=CC1OC)C#CC1=NC=2N(C(N(C(C2N1)=O)CC#C)=O)CC (8-(3,4-dimethoxyphenylethynyl)-3-ethyl-1-prop-2-ynyl-3,7-dihydropurine-2,6-dione), C([O-])([O-])=O.[K+].[K+] (potassium carbonate), CI (methyl iodide). The solvent is CN(C=O)C (dimethylformamide). Product: COC=1C=C(C=CC1OC)C#CC1=NC=2N(C(N(C(C2N1C)=O)CC#C)=O)CC (8-(3,4-dimethoxyphenylethynyl)-3-ethyl-7-methyl-1-prop-2-ynyl-3,7-dihydropurine-2,6-dione). RXN SMILES: [CH3:1][O:2][C:3]1[CH:4]=[C:5]([C:11]#[C:12][C:13]2[NH:21][C:20]3[C:19](=[O:22])[N:18]([CH2:23][C:24]#[CH:25])[C:17](=[O:26])[N:16]([CH2:27][CH3:28])[C:15]=3[N:14]=2)[CH:6]=[CH:7][C:8]=1[O:9][CH3:10].[C:29](=O)([O-])[O-].[K+].[K+].CI.ClCCl.CO>CN(C)C=O>[CH3:1][O:2][C:3]1[CH:4]=[C:5]([C:11]#[C:12][C:13]2[N:21]([CH3:29])[C:20]3[C:19](=[O:22])[N:18]([CH2:23][C:24]#[CH:25])[C:17](=[O:26])[N:16]([CH2:27][CH3:28])[C:15]=3[N:14]=2)[CH:6]=[CH:7][C:8]=1[O:9][CH3:10] |f:1.2.3,5.6|. Procedure details: A mixture of 2.0 g (5.3 mmol) of 8-(3,4-dimethoxyphenylethynyl)-3-ethyl-1-prop-2-ynyl-3,7-dihydropurine-2,6-dione, potassium carbonate (0.83 g, 6 mmol) and methyl iodide (0.6 ml, 10 mmol) in dimethylformamide (20 ml) was stirred at room temperature for 0.5 h (TLC-control: dichloromethane/methanol, 9.5:0.5). The product was precipitated by addition of water (100 ml), filtered under reduced pressure, was washed with water and dried at 70° C. Further purification was achieved by column chromatograp... Reactants: Example A ( 97 ), C1(CCCC1)C1(OC(C=C(C1)O)=O)CCC1=CC(=C(C=C1OC)C(C#N)(C)C)F (2-{4-[2-(2-Cyclopentyl-4-hydroxy-6-oxo-3,6-dihydro-2H-pyran-2-yl)-ethyl]-2-fluoro-5-methoxy-phenyl}-2-methyl-propionitrile), BrC1=CC(=C(C=C1)C1(CC1)C#N)F (1-(4-bromo-2-fluoro-phenyl)-cyclopropanecarbonitrile). Product: BrC1=CC(=C(C=C1OC)C(C#N)(C)C)F (2-(4-Bromo-2-fluoro-5-methoxy-phenyl)-2-methyl-propionitrile). As a reaction SMILES: C1(C2(CC[C:16]3[C:21]([O:22][CH3:23])=[CH:20][C:19]([C:24]([CH3:28])([CH3:27])[C:25]#[N:26])=[C:18]([F:29])[CH:17]=3)CC(O)=CC(=O)O2)CCCC1.[Br:30]C1C=CC(C2(C#N)CC2)=C(F)C=1>>[Br:30][C:16]1[C:21]([O:22][CH3:23])=[CH:20][C:19]([C:24]([CH3:28])([CH3:27])[C:25]#[N:26])=[C:18]([F:29])[CH:17]=1. Procedure details: The desired product was prepared analogously to Example A (97) step 2, substituting (4-Bromo-2-fluoro-5-methoxy-phenyl)-acetonitrile (1.95 g, 8.0 mmol) from step 4 below in place of 1-(4-bromo-2-fluoro-phenyl)-cyclopropanecarbonitrile. Yield: 8.72 g, 96.0%. 1H NMR (CDCl3) δ: 1.34 (s, 6H), 3.92 (s, 3H), 7.06 (d, J=6.8 Hz, 1H), 7.33 (d, J=10.6 Hz, 1H). The reactants are CCN, CCOC(C)=O, Cc1cc(C(F)(F)F)c(NC(=O)c2cccnc2Cl)c(Cl)n1, Cc1ccccc1C. Product: CCN1c2ncccc2C(=O)Nc2c(C(F)(F)F)cc(C)nc21. Reaction SMILES: [CH3:1][CH2:2][NH2:3].[CH3:34][CH2:35][O:36][C:37](=[O:38])[CH3:39].[Cl:4][c:5]1[n:6][cH:7][cH:8][cH:9][c:10]1[C:11](=[O:12])[NH:13][c:14]1[c:15]([Cl:25])[n:16][c:17]([CH3:24])[cH:18][c:19]1[C:20]([F:21])([F:22])[F:23].[c:26]1([CH3:27])[c:28]([CH3:29])[cH:30][cH:31][cH:32][cH:33]1>>[CH3:1][CH2:2][N:3]1[c:5]2[n:6][cH:7][cH:8][cH:9][c:10]2[C:11](=[O:12])[NH:13][c:14]2[c:15]1[n:16][c:17]([CH3:24])[cH:18][c:19]2[C:20]([F:21])([F:22])[F:23].